Dataset: the Open Reaction Database (ORD), a public repository of structured organic reaction records. Task: describe an organic reaction: reactants, conditions, products, and yield Reactants: CCCC(CC(=O)OCC)n1ccc2cc(OCCc3ccc4c(n3)NCCC4)ccc21, CO, Cl, [Na+], [OH-], O. Product: CCCC(CC(=O)O)n1ccc2cc(OCCc3ccc4c(n3)NCCC4)ccc21. RXN SMILES: [CH2:3]([CH3:4])[O:5][C:6]([CH2:7][CH:8]([CH2:9][CH2:10][CH3:11])[n:12]1[cH:13][cH:14][c:15]2[cH:16][c:17]([O:21][CH2:22][CH2:23][c:24]3[n:25][c:26]4[c:31]([cH:32][cH:33]3)[CH2:30][CH2:29][CH2:28][NH:27]4)[cH:18][cH:19][c:20]12)=[O:34].[CH3:37][OH:38].[ClH:35].[Na+:2].[OH-:1].[OH2:36]>>[O:5]=[C:6]([CH2:7][CH:8]([CH2:9][CH2:10][CH3:11])[n:12]1[cH:13][cH:14][c:15]2[cH:16][c:17]([O:21][CH2:22][CH2:23][c:24]3[n:25][c:26]4[c:31]([cH:32][cH:33]3)[CH2:30][CH2:29][CH2:28][NH:27]4)[cH:18][cH:19][c:20]12)[OH:34]. Starting materials: C(CCCCCCCCC)OC1=NC=C(C=C1)B(O)O (2-decyloxypyridin-5-boronic acid), ClC=1N=NC(=CC1)Cl (3,6-dichloropyridazine). The product is C(CCCCC)OC1=NC=C(C=C1)C=1N=NC(=CC1)C=1C=CC(=NC1)OCCCCCC (3,6-Bis(2-hexoxypyridin-5-yl)pyridazine). RXN SMILES: [CH2:1]([O:11][C:12]1[CH:17]=[CH:16][C:15](B(O)O)=[CH:14][N:13]=1)[CH2:2][CH2:3][CH2:4][CH2:5][CH2:6]CCCC.Cl[C:22]1[N:23]=[N:24][C:25](Cl)=[CH:26][CH:27]=1>>[CH2:1]([O:11][C:12]1[CH:17]=[CH:16][C:15]([C:22]2[N:23]=[N:24][C:25]([C:15]3[CH:16]=[CH:17][C:12]([O:11][CH2:1][CH2:2][CH2:3][CH2:4][CH2:5][CH3:6])=[N:13][CH:14]=3)=[CH:26][CH:27]=2)=[CH:14][N:13]=1)[CH2:2][CH2:3][CH2:4][CH2:5][CH3:6]. Reported procedure: Analogously to Example 5a from 2-decyloxypyridin-5-boronic acid and 3,6-dichloropyridazine. The reactants are CCOC1CCC(N2CCC(N)CC2)CC1, CN(C)C=O, O=[N+]([O-])c1ccc(C2CC2)cc1F, CCN(C(C)C)C(C)C, Cl, Cl. Product: CCOC1CCC(N2CCC(Nc3cc(C4CC4)ccc3[N+](=O)[O-])CC2)CC1. RXN SMILES: [CH2:16]([CH3:17])[O:18][CH:19]1[CH2:20][CH2:21][CH:22]([N:25]2[CH2:26][CH2:27][CH:28]([NH2:31])[CH2:29][CH2:30]2)[CH2:23][CH2:24]1.[CH3:41][N:42]([CH3:43])[CH:44]=[O:45].[CH:1]1([c:4]2[cH:5][c:6]([F:13])[c:7]([N+:10](=[O:11])[O-:12])[cH:8][cH:9]2)[CH2:2][CH2:3]1.[CH:32]([N:33]([CH:34]([CH3:35])[CH3:36])[CH2:37][CH3:38])([CH3:39])[CH3:40].[ClH:14].[ClH:15]>>[CH:1]1([c:4]2[cH:5][c:6]([NH:31][CH:28]3[CH2:27][CH2:26][N:25]([CH:22]4[CH2:21][CH2:20][CH:19]([O:18][CH2:16][CH3:17])[CH2:24][CH2:23]4)[CH2:30][CH2:29]3)[c:7]([N+:10](=[O:11])[O-:12])[cH:8][cH:9]2)[CH2:2][CH2:3]1. The reactants are C(C)OP(=O)(OCC)C=1C=C(SC1)C=1SC(=CC1P(=O)(OCC)OCC)I (4,3′-bis(diethoxyphosphoryl)-5′-iodo-[2,2′]-bithiophene), tetrakistriphenylphosphine palladium, C(CCC)[Sn](C1=C(C=C(S1)C=1SC=CC1P(=O)(OCC)OCC)P(=O)(OCC)OCC)(CCCC)CCCC (5-(tributylstannyl)-4,3′-bis(diethoxyphosphoryl)-[2,2′]-bithiophene), [Cu]C#N (copper(I) cyanide), [F-].[K+] (potassium fluoride). Solvent: C1(=CC=CC=C1)C (toluene). Product: C(C)OP(=O)(OCC)C1=C(SC=C1)C=1SC(=C(C1)P(=O)(OCC)OCC)C=1SC(=C(C1)P(=O)(OCC)OCC)C=1SC=C(C1)P(=O)(OCC)OCC (3,4′,4″,4″′-tetrakis(diethoxyphosphoryl)-[2,2′;5′,2″;5″,2″′]-quaterthiophene). Isolated yield 82.0%. RXN SMILES: [CH2:1]([O:3][P:4]([C:9]1[CH:10]=[C:11]([C:14]2[S:15][C:16](I)=[CH:17][C:18]=2[P:19]([O:24][CH2:25][CH3:26])([O:21][CH2:22][CH3:23])=[O:20])[S:12][CH:13]=1)([O:6][CH2:7][CH3:8])=[O:5])[CH3:2].C([Sn](CCCC)(CCCC)[C:33]1[S:37][C:36]([C:38]2[S:39][CH:40]=[CH:41][C:42]=2[P:43]([O:48][CH2:49][CH3:50])([O:45][CH2:46][CH3:47])=[O:44])=[CH:35][C:34]=1[P:51]([O:56][CH2:57][CH3:58])([O:53][CH2:54][CH3:55])=[O:52])CCC.[Cu]C#N.[F-].[K+]>C1(C)C=CC=CC=1>[CH2:22]([O:21][P:19]([C:18]1[CH:17]=[CH:16][S:15][C:14]=1[C:11]1[S:12][C:13]([C:40]2[S:39][C:38]([C:36]3[S:37][CH:33]=[C:34]([P:51]([O:56][CH2:57][CH3:58])([O:53][CH2:54][CH3:55])=[O:52])[CH:35]=3)=[C:42]([P:43]([O:45][CH2:46][CH3:47])([O:48][CH2:49][CH3:50])=[O:44])[CH:41]=2)=[C:9]([P:4]([O:6][CH2:7][CH3:8])([O:3][CH2:1][CH3:2])=[O:5])[CH:10]=1)([O:24][CH2:25][CH3:26])=[O:20])[CH3:23] |f:3.4|. Procedure: At room temperature, 0.0564 g (0.1 mmol) of 4,3′-bis(diethoxyphosphoryl)-5′-iodo-[2,2′]-bithiophene and 0.0092 g (0.008 mmols) of commercially available tetrakistriphenylphosphine palladium were dissolved in 2 ml of toluene, to which 0.0709 g (0.1 mmol) of 5-(tributylstannyl)-4,3′-bis(diethoxyphosphoryl)-[2,2′]-bithiophene and 0.0018 g (0.02 mmols) of commercially available copper(I) cyanide were added at room temperature. Thereafter, the reaction mixture was heated and stirred under reflux for ... Starting materials: C(#N)C1(CCC(C(C1)C(=O)OC)=O)C1=CC(=C(C=C1)OC)OC (methyl 5-cyano-5-(3,4-dimethoxyphenyl)-2-oxocyclohexanecarboxylate), C(C)(=O)O (acetic acid), S(O)(O)(=O)=O (sulfuric acid). The solvent is O (water). The product is C(#N)C1(CCC(CC1)=O)C1=CC(=C(C=C1)OC)OC (4-cyano-4-(3,4-dimethoxyphenyl)cyclohexanone). Yield: 67.3%. As a reaction SMILES: [C:1]([C:3]1([C:14]2[CH:19]=[CH:18][C:17]([O:20][CH3:21])=[C:16]([O:22][CH3:23])[CH:15]=2)[CH2:8][CH:7](C(OC)=O)[C:6](=[O:13])[CH2:5][CH2:4]1)#[N:2].C(O)(=O)C.S(=O)(=O)(O)O>O>[C:1]([C:3]1([C:14]2[CH:19]=[CH:18][C:17]([O:20][CH3:21])=[C:16]([O:22][CH3:23])[CH:15]=2)[CH2:8][CH2:7][C:6](=[O:13])[CH2:5][CH2:4]1)#[N:2]. Reported procedure: A mixture of 29 g. (0.0915 mole) of methyl 5-cyano-5-(3,4-dimethoxyphenyl)-2-oxocyclohexanecarboxylate (prepared in Example 10) in 600 ml. of acetic acid and 300 ml. of 10% sulfuric acid is stirred mechanically on a steam bath for about 24 hours. The mixture is then allowed to cool and diluted with water. This mixture is extracted thoroughly with benzene. The organic layer is successively washed with water, sodium bicarbonate solution and brine and evaporated to dryness. The solid residue is rec... Starting materials: Cl.FC1=C(CN2N=C(C=3CNCCC32)C=3C=C(C#N)C=CC3)C=CC(=C1)F (3-[1-(2,4-Difluoro-benzyl)-4,5,6,7-tetrahydro-1H-pyrazolo[4,3-c]pyridin-3-yl]-benzonitrile, hydrochloride salt), C(C)(C)(C)OCC(=O)O (2-tert-butoxyacetic acid), C(C)(C)N(C(C)C)CC (N,N-diisopropylethylamine), [B-](F)(F)(F)F.CCOC(=O)C(=NOC(=[N+](C)C)N(C)C)C#N (TOTU). Reaction conditions: temperature 25 celsius, time 1 hour. Yields the product C(C)(C)(C)OCC(=O)N1CC2=C(CC1)N(N=C2C=2C=C(C#N)C=CC2)CC2=C(C=C(C=C2)F)F (3-[5-(2-tert-Butoxy-acetyl)-1-(2,4-difluoro-benzyl)-4,5,6,7-tetrahydro-1H-pyrazolo[4,3-c]pyridin-3-yl]-benzonitrile). Isolated yield 22.6%. As a reaction SMILES: Cl.[F:2][C:3]1[CH:26]=[C:25]([F:27])[CH:24]=[CH:23][C:4]=1[CH2:5][N:6]1[C:14]2[CH2:13][CH2:12][NH:11][CH2:10][C:9]=2[C:8]([C:15]2[CH:16]=[C:17]([CH:20]=[CH:21][CH:22]=2)[C:18]#[N:19])=[N:7]1.[C:28]([O:32][CH2:33][C:34](O)=[O:35])([CH3:31])([CH3:30])[CH3:29].C(N(CC)C(C)C)(C)C.[B-](F)(F)(F)F.CCOC(C(C#N)=NOC(N(C)C)=[N+](C)C)=O>>[C:28]([O:32][CH2:33][C:34]([N:11]1[CH2:12][CH2:13][C:14]2[N:6]([CH2:5][C:4]3[CH:23]=[CH:24][C:25]([F:27])=[CH:26][C:3]=3[F:2])[N:7]=[C:8]([C:15]3[CH:16]=[C:17]([CH:20]=[CH:21][CH:22]=3)[C:18]#[N:19])[C:9]=2[CH2:10]1)=[O:35])([CH3:31])([CH3:30])[CH3:29] |f:0.1,4.5|. Reported procedure: To a 0° C. cold mixture of 3-[1-(2,4-Difluoro-benzyl)-4,5,6,7-tetrahydro-1H-pyrazolo[4,3-c]pyridin-3-yl]-benzonitrile (7c) (0.4 g, 1.142 mmol) and 2-tert-butoxyacetic acid (196 mg, 1.485 mmol) was added N,N-diisopropylethylamine (0.59 g, 4.57 mmol) and TOTU (O-(Cyano(ethoxycarbonyl)methylenamino)-1,1,3,3-tetramethyluronium tetrafluoroborate, 562 mg, 1.71 mmol) and the mixture was stirred at 25° C. for 1 h. The crude product was purified by reverse phase HPLC (CH3CN/water gradient with 0.1% trifl... Starting materials: CC(=O)Cl, CCOC(C)=O, N#Cc1c(Oc2ccc(F)c(NC(=O)C(F)(F)F)c2)ccc2nc(N)sc12, C1CCOC1, c1ccncc1. The product is CC(=O)Nc1nc2ccc(Oc3ccc(F)c(NC(=O)C(F)(F)F)c3)c(C#N)c2s1. RXN SMILES: [CH3:34][C:35]([Cl:36])=[O:37].[CH3:43][CH2:44][O:45][C:46](=[O:47])[CH3:48].[NH2:1][c:2]1[s:3][c:4]2[c:5]([n:6]1)[cH:7][cH:8][c:9]([O:13][c:14]1[cH:15][cH:16][c:17]([F:27])[c:18]([NH:20][C:21]([C:22]([F:23])([F:24])[F:25])=[O:26])[cH:19]1)[c:10]2[C:11]#[N:12].[O:38]1[CH2:39][CH2:40][CH2:41][CH2:42]1.[cH:28]1[cH:29][cH:30][n:31][cH:32][cH:33]1>>[NH:1]([c:2]1[s:3][c:4]2[c:5]([n:6]1)[cH:7][cH:8][c:9]([O:13][c:14]1[cH:15][cH:16][c:17]([F:27])[c:18]([NH:20][C:21]([C:22]([F:23])([F:24])[F:25])=[O:26])[cH:19]1)[c:10]2[C:11]#[N:12])[C:35]([CH3:34])=[O:37].